From a dataset of the Open Reaction Database (ORD), a public repository of structured organic reaction records. describe an organic reaction: reactants, conditions, products, and yield Starting materials: ClC=1C=CC(=C(C(=O)N[C@H](C(=O)O)CC2=CC=C(C=C2)C2=CC=C(C=C2)OC(F)(F)F)C1)OCCCCCCC ((2S)-(5-Chloro-2-heptyloxy-benzoylamino)-3-(4′-trifluoromethoxy-biphenyl-4-yl)-propionic acid), FC(C1=CC=C(C=C1)B(O)O)(F)F (4-trifluoromethyl phenyl boronic acid). Product: C1(=CC=C(C=C1)C[C@@H](C(=O)O)NC(=O)C1=CC=C(C=C1)C1=CC=C(C=C1)C(F)(F)F)C1=CC=CC=C1 (3-Biphenyl-4-yl-(2S)-[(4′-trifluoromethyl -biphenyl-4-carbonyl)-amino]-propionic acid). The yield is 87.0%. RXN SMILES: Cl[C:2]1[CH:3]=[CH:4][C:5](OCCCCCCC)=[C:6]([CH:32]=1)[C:7]([NH:9][C@@H:10]([CH2:14][C:15]1[CH:20]=[CH:19][C:18]([C:21]2[CH:26]=[CH:25][C:24](OC(F)(F)F)=[CH:23][CH:22]=2)=[CH:17][CH:16]=1)[C:11]([OH:13])=[O:12])=[O:8].[F:41][C:42]([F:53])([F:52])[C:43]1[CH:48]=[CH:47][C:46](B(O)O)=[CH:45][CH:44]=1>>[C:18]1([C:21]2[CH:26]=[CH:25][CH:24]=[CH:23][CH:22]=2)[CH:17]=[CH:16][C:15]([CH2:14][C@H:10]([NH:9][C:7]([C:6]2[CH:32]=[CH:2][C:3]([C:46]3[CH:47]=[CH:48][C:43]([C:42]([F:53])([F:52])[F:41])=[CH:44][CH:45]=3)=[CH:4][CH:5]=2)=[O:8])[C:11]([OH:13])=[O:12])=[CH:20][CH:19]=1. Reported procedure: 3-Biphenyl-4-yl-(2S)-[(5-bromo-benzoylamino)-propionic acid (100 mg, 0.23 mmol) was reacted with 4-trifluoromethyl phenyl boronic acid (0.133 mg, 0.69 mmol) by following general procedure D yielding the title compound (98 mg) as a white solid.